Dataset: the Open Reaction Database (ORD), a public repository of structured organic reaction records. Task: describe an organic reaction: reactants, conditions, products, and yield Reaction SMILES: Cl.[CH2:2]([NH:5][CH2:6][CH2:7][CH2:8][CH3:9])[CH:3]=[CH2:4].C(Cl)Cl.[Cl:13][CH:14]([Cl:18])[C:15](Cl)=[O:16]>C(N(CC)CC)C>[CH2:2]([N:5]([CH2:6][CH2:7][CH2:8][CH3:9])[C:15](=[O:16])[CH:14]([Cl:18])[Cl:13])[CH:3]=[CH2:4] |f:0.1|. Reactants: Cl.C(C=C)NCCCC (allyl-n-butyl amine hydrochloride), C(Cl)Cl (methylene chloride), ClC(C(=O)Cl)Cl (dichloroacetyl chloride). Reaction conditions: time 30 minute. Reported procedure: Ten and five-tenths grams of allyl-n-butyl amine hydrochloride was added to 100 ml. of methylene chloride followed by 14.5 g. of triethylamine. The mixture was stirred in a water bath at room temperature while 10.4 g. of dichloroacetyl chloride was added dropwise, and stirring was continued for 30 minutes after addition was complete. The mixture was washed and the solvent stripped under vacuum. Yield was 13 g., nD30 1.4603. The intermediate was used without further purification to prepare Compou... The solvent is C(C)N(CC)CC (triethylamine). The product is C(C=C)N(C(C(Cl)Cl)=O)CCCC (N-allyl-N-butyl dichloroacetamide). The reactants are COC1=C(C=C(C=C1)CC(C)=O)S(=O)(=O)N (2-methoxy-5-(2-oxopropyl)-benzene sulfonamide), Ar—H, C(C)OC1=C(OCCN)C=CC=C1 (2-(o-Ethoxyphenoxy)ethylamine), [H][H] (hydrogen). The reagents and catalysts are catalyst, [Pt] (platinum on carbon). Run in CO (methanol), CO (methanol). The product is CCOC=1C=CC=CC1OCCN[C@H](C)CC=2C=CC(=C(C2)S(=O)(=O)N)OC (Tamsulosin). RXN SMILES: [CH2:1]([O:3][C:4]1[CH:13]=[CH:12][CH:11]=[CH:10][C:5]=1[O:6][CH2:7][CH2:8][NH2:9])[CH3:2].[CH3:14][O:15][C:16]1[CH:21]=[CH:20][C:19]([CH2:22][C:23](=O)[CH3:24])=[CH:18][C:17]=1[S:26]([NH2:29])(=[O:28])=[O:27].[H][H]>CO.[Pt]>[CH3:2][CH2:1][O:3][C:4]1[CH:13]=[CH:12][CH:11]=[CH:10][C:5]=1[O:6][CH2:7][CH2:8][NH:9][C@@H:23]([CH2:22][C:19]1[CH:20]=[CH:21][C:16]([O:15][CH3:14])=[C:17]([S:26]([NH2:29])(=[O:28])=[O:27])[CH:18]=1)[CH3:24]. Procedure: 2-(o-Ethoxyphenoxy)ethylamine (45 gm) was dissolved in methanol (250 mL). To this 2-methoxy-5-(2-oxopropyl)-benzene sulfonamide (55 gm), catalyst 5% platinum on carbon (12.1 gm) and methanol (330 mL) were added. The mixture was hydrogenated in autocalve at 55° C. at hydrogen pressure of 13 kg/cm2 for 5 hrs. The reaction mixture was cooled and the catalyst was filtered off. To the filtrate containing racemic tamsulosin, oxalic acid (14.3 gm) was added and the solvent was distilled off. To the res... Reactants: C(C)(C)(C)N1S(N(CC1)CC1=CC=C(C=C1)[N+](=O)[O-])(=O)=O (2-Tert-butyl-5-(4-nitrobenzyl)-1,2,5-thiadiazolidine-1,1-dioxide). Solvent: ClCCl (dichloromethane), FC(C(=O)O)(F)F (trifluoroacetic acid). Run at time 48 hour. Product: [N+](=O)([O-])C1=CC=C(CN2S(NCC2)(=O)=O)C=C1 (2-(4-Nitrobenzyl)-1,2,5-thiadiazolidine-1,1dioxide). The yield is 78.4%. As a reaction SMILES: C([N:5]1[CH2:9][CH2:8][N:7]([CH2:10][C:11]2[CH:16]=[CH:15][C:14]([N+:17]([O-:19])=[O:18])=[CH:13][CH:12]=2)[S:6]1(=[O:21])=[O:20])(C)(C)C>ClCCl.FC(F)(F)C(O)=O>[N+:17]([C:14]1[CH:15]=[CH:16][C:11]([CH2:10][N:7]2[CH2:8][CH2:9][NH:5][S:6]2(=[O:21])=[O:20])=[CH:12][CH:13]=1)([O-:19])=[O:18]. Reported procedure: A solution of the product from Step 1 (1.5 g) in anhydrous dichloromethane (10 ml) and trifluoroacetic acid (10 ml) was allowed to stand at room temperature for 48 hours. Solvents were removed under vacuum and the remaining residue was azeotroped with methanol (1×25 ml) and crystallised from ethyl acetate-hexane to give 966 mg (78%) of the title compound as a pale yellow solid; mp 115°-117° C.; δH (250 MHz, CDCl3) 8.23 (2H, d, J=8.8 Hz, Ar--H), 7.57 (2H, d, J=8.8 Hz, Ar--H), 4.38 (1H, br t, --NH... The product is CCOC(=O)CC(NNc1ccc2[nH]ncc2c1)C(C)=O. RXN SMILES: [C:16]([CH3:17])(=[O:18])[CH:19]([CH2:20][C:21](=[O:22])[O:23][CH2:24][CH3:25])[C:26](=[O:27])[CH3:28].[CH3:35][CH2:36][OH:37].[ClH:11].[N:12]([O-:13])=[O:14].[NH2:1][c:2]1[cH:3][c:4]2[cH:5][n:6][nH:7][c:8]2[cH:9][cH:10]1.[Na+:15].[OH2:38].[cH:29]1[cH:30][cH:31][n:32][cH:33][cH:34]1>>[NH:1]([c:2]1[cH:3][c:4]2[cH:5][n:6][nH:7][c:8]2[cH:9][cH:10]1)[NH:12][CH:19]([C:16]([CH3:17])=[O:18])[CH2:20][C:21](=[O:22])[O:23][CH2:24][CH3:25]. Starting materials: CCOC(=O)CC(C(C)=O)C(C)=O, CCO, Cl, O=N[O-], Nc1ccc2[nH]ncc2c1, [Na+], O, c1ccncc1. Starting materials: N[C@H]1[C@@H]2N(C(=C(CS2)CSC2=NN=NN2C)C(=O)OC(C2=CC=CC=C2)C2=CC=CC=C2)C1=O (benzhydryl 7β-amino-3-[(1-methyl-1H-tetrazol-5-yl)thiomethyl]-3-cephem-4-carboxylate), ON1N=NC2=C1C=CC=C2 (1-hydroxybenzotriazole), C1(CCCCC1)N=C=NC1CCCCC1 (dicyclohexylcarbodiimide), C(C1=CC=CC=C1)(C1=CC=CC=C1)(C1=CC=CC=C1)NC=1SC=C(N1)/C(/C(=O)O)=N/OC1C(N(CC1)C)=O ((Z)-2-(2-tritylaminothiazol-4yl)-2-[(1-methyl-2-pyrrolidon-3-yl)oxyimino]acetic acid). Solvent: O1CCCC1 (tetrahydrofuran). Run at time 2 hour. The product is C(C1=CC=CC=C1)(C1=CC=CC=C1)(C1=CC=CC=C1)NC=1SC=C(N1)/C(/C(=O)N[C@H]1[C@@H]2N(C(=C(CS2)CSC2=NN=NN2C)C(=O)OC(C2=CC=CC=C2)C2=CC=CC=C2)C1=O)=N/OC1C(N(CC1)C)=O (benzhydryl 7β-{(Z)-2-(2-tritylaminothiazol-4-yl)-2-[(1-methyl-2-pyrrolidon-3-yl)oxyimino]acetamido}-3-[(1-methyl-1H-tetrazol-5-yl)thiomethyl]-3-cephem-4-carboxylate). Isolated yield 55.6%. Reaction SMILES: [C:1]([NH:20][C:21]1[S:22][CH:23]=[C:24](/[C:26](=[N:30]/[O:31][CH:32]2[CH2:36][CH2:35][N:34]([CH3:37])[C:33]2=[O:38])/[C:27](O)=[O:28])[N:25]=1)([C:14]1[CH:19]=[CH:18][CH:17]=[CH:16][CH:15]=1)([C:8]1[CH:13]=[CH:12][CH:11]=[CH:10][CH:9]=1)[C:2]1[CH:7]=[CH:6][CH:5]=[CH:4][CH:3]=1.[NH2:39][C@@H:40]1[C:71](=[O:72])[N:42]2[C:43]([C:55]([O:57][CH:58]([C:65]3[CH:70]=[CH:69][CH:68]=[CH:67][CH:66]=3)[C:59]3[CH:64]=[CH:63][CH:62]=[CH:61][CH:60]=3)=[O:56])=[C:44]([CH2:47][S:48][C:49]3[N:53]([CH3:54])[N:52]=[N:51][N:50]=3)[CH2:45][S:46][C@H:41]12.ON1C2C=CC=CC=2N=N1.C1(N=C=NC2CCCCC2)CCCCC1>O1CCCC1>[C:1]([NH:20][C:21]1[S:22][CH:23]=[C:24](/[C:26](=[N:30]/[O:31][CH:32]2[CH2:36][CH2:35][N:34]([CH3:37])[C:33]2=[O:38])/[C:27]([NH:39][C@@H:40]2[C:71](=[O:72])[N:42]3[C:43]([C:55]([O:57][CH:58]([C:65]4[CH:66]=[CH:67][CH:68]=[CH:69][CH:70]=4)[C:59]4[CH:64]=[CH:63][CH:62]=[CH:61][CH:60]=4)=[O:56])=[C:44]([CH2:47][S:48][C:49]4[N:53]([CH3:54])[N:52]=[N:51][N:50]=4)[CH2:45][S:46][C@H:41]23)=[O:28])[N:25]=1)([C:2]1[CH:3]=[CH:4][CH:5]=[CH:6][CH:7]=1)([C:14]1[CH:19]=[CH:18][CH:17]=[CH:16][CH:15]=1)[C:8]1[CH:9]=[CH:10][CH:11]=[CH:12][CH:13]=1. Procedure: 1.5 g of (Z)-2-(2-tritylaminothiazol-4yl)-2-[(1-methyl-2-pyrrolidon-3-yl)oxyimino]acetic acid are dissolved in 50 ml of tetrahydrofuran, and 1.4 g of benzhydryl 7β-amino-3-[(1-methyl-1H-tetrazol-5-yl)thiomethyl]-3-cephem-4-carboxylate, 0.6 g of 1-hydroxybenzotriazole and 0.92 g of dicyclohexylcarbodiimide are added thereto. The mixture is stirred at room temperature for 2 hours. Then, the reaction mixture is treated in the same manner as described in Example 3-(1). 1.58 g of benzhydryl 7β-{(Z)-2... The reactants are CC1=C(CC=2C=C(COC3=CC=C(C=C3)CCC(=O)OC)C=CC2)C(=CC=C1)C (methyl 3-[4-[[3-(2,6-dimethylbenzyl)benzyl]oxy]phenyl]propanoate), [OH-].[Na+] (sodium hydroxide). The solvent is C(C)O (ethanol). Conditions: time 1 hour. The product is CC1=C(CC=2C=C(COC3=CC=C(C=C3)CCC(=O)O)C=CC2)C(=CC=C1)C (3-[4-[[3-(2,6-dimethylbenzyl)benzyl]oxy]phenyl]propanoic acid). The yield is 82.2%. As a reaction SMILES: [CH3:1][C:2]1[CH:28]=[CH:27][CH:26]=[C:25]([CH3:29])[C:3]=1[CH2:4][C:5]1[CH:6]=[C:7]([CH:22]=[CH:23][CH:24]=1)[CH2:8][O:9][C:10]1[CH:15]=[CH:14][C:13]([CH2:16][CH2:17][C:18]([O:20]C)=[O:19])=[CH:12][CH:11]=1.[OH-].[Na+]>C(O)C>[CH3:1][C:2]1[CH:28]=[CH:27][CH:26]=[C:25]([CH3:29])[C:3]=1[CH2:4][C:5]1[CH:6]=[C:7]([CH:22]=[CH:23][CH:24]=1)[CH2:8][O:9][C:10]1[CH:15]=[CH:14][C:13]([CH2:16][CH2:17][C:18]([OH:20])=[O:19])=[CH:12][CH:11]=1 |f:1.2|. Procedure details: A mixture of methyl 3-[4-[[3-(2,6-dimethylbenzyl)benzyl]oxy]phenyl]propanoate (125 mg), 2N aqueous sodium hydroxide solution (3 mL) and ethanol (10 mL) was stirred at room temperature for 1 hr. The reaction mixture was concentrated and added to a mixture of 1N hydrochloric acid aqueous solution (10 mL) and water (30 mL). The precipitated solid was collected by filtration, washed with water and hexane and dried to give the title compound (99 mg, yield 82%) as colorless crystals. Starting materials: O=C1C(C(C2=CC(=C(C(=C12)C)C)OCC(=O)O)C)CC ((1-oxo-2-ethyl-3,6,7-trimethyl-5-indanyloxy)acetic acid), ClCl (chlorine). The reagents and catalysts are Cl (hydrochloric acid). The solvent is C(C)(=O)O (acetic acid). Yields the product O=C1C(C(C2=CC(=C(C(=C12)C)C)OCC(=O)O)C)(Cl)CC ((1-oxo-2-ethyl-2-chloro-3,6,7-trimethyl-5-indanyloxy)acetic acid). Reaction SMILES: [O:1]=[C:2]1[C:10]2[C:5](=[CH:6][C:7]([O:13][CH2:14][C:15]([OH:17])=[O:16])=[C:8]([CH3:12])[C:9]=2[CH3:11])[CH:4]([CH3:18])[CH:3]1[CH2:19][CH3:20].[Cl:21]Cl>Cl.C(O)(=O)C>[O:1]=[C:2]1[C:10]2[C:5](=[CH:6][C:7]([O:13][CH2:14][C:15]([OH:17])=[O:16])=[C:8]([CH3:12])[C:9]=2[CH3:11])[CH:4]([CH3:18])[C:3]1([CH2:19][CH3:20])[Cl:21]. Procedure details: By following substantially the procedure described in Example 12, Step B, using as the reactants (1-oxo-2-ethyl-3,6,7-trimethyl-5-indanyloxy)acetic acid (2.76 g., 0.01 mole), glacial acetic acid (50 ml.), chlorine (710 mg., 0.01 mole) and concentrated hydrochloric acid (1 drop) there is obtained (1-oxo-2-ethyl-2-chloro-3,6,7-trimethyl-5-indanyloxy)acetic acid. The reactants are Cc1cc(C)c(N2CCCc3c2nn(C)c3Br)c(Cl)c1, CCCC(=O)CCC, [Li]CCCC, C1CCOC1, c1cnc2c(c1)ccc1cccnc12. Product: CCCC(O)(CCC)c1c2c(nn1C)N(c1c(C)cc(C)cc1Cl)CCC2. As a reaction SMILES: [Br:1][c:2]1[n:3]([CH3:20])[n:4][c:5]2[c:10]1[CH2:9][CH2:8][CH2:7][N:6]2[c:11]1[c:12]([Cl:19])[cH:13][c:14]([CH3:18])[cH:15][c:16]1[CH3:17].[CH3:40][CH2:41][CH2:42][C:43]([CH2:44][CH2:45][CH3:46])=[O:47].[Li:35][CH2:36][CH2:37][CH2:38][CH3:39].[O:48]1[CH2:49][CH2:50][CH2:51][CH2:52]1.[cH:21]1[cH:22][c:23]2[cH:24][cH:25][c:26]3[c:27]([c:28]2[n:29][cH:30]1)[n:31][cH:32][cH:33][cH:34]3>>[c:2]1([C:43]([CH2:42][CH2:41][CH3:40])([CH2:44][CH2:45][CH3:46])[OH:47])[n:3]([CH3:20])[n:4][c:5]2[c:10]1[CH2:9][CH2:8][CH2:7][N:6]2[c:11]1[c:12]([Cl:19])[cH:13][c:14]([CH3:18])[cH:15][c:16]1[CH3:17]. The reactants are C(#N)CP(OCC)(OCC)=O (Diethyl (cyanomethyl)phosphonate), solution, O=C1C2=C(OCC3=C1C=CC=C3)C=C(C=C2)C(=O)OCC (ethyl 11-oxo-6,11-dihydrodibenz[b,e]oxepin-3-carboxylate), [H-].[Na+] (sodium hydride). The solvent is C(C)(=O)OCC (ethyl acetate), C1CCOC1 (THF), C1CCOC1 (THF). Conditions: time 1 hour. Product: C(C)OC(=O)C=1C=CC2=C(OCC3=C(C2=CC#N)C=CC=C3)C1 ((3-Ethoxycarbonyl-6,11-dihydrodibenz[b,e]oxepin-11-yliden)-acetonitrile). Isolated yield 58.0%. RXN SMILES: [C:1]([CH2:3]P(=O)(OCC)OCC)#[N:2].[H-].[Na+].O=[C:15]1[C:21]2[CH:22]=[CH:23][CH:24]=[CH:25][C:20]=2[CH2:19][O:18][C:17]2[CH:26]=[C:27]([C:30]([O:32][CH2:33][CH3:34])=[O:31])[CH:28]=[CH:29][C:16]1=2>C1COCC1.C(OCC)(=O)C>[CH2:33]([O:32][C:30]([C:27]1[CH:28]=[CH:29][C:16]2[C:15](=[CH:3][C:1]#[N:2])[C:21]3[CH:22]=[CH:23][CH:24]=[CH:25][C:20]=3[CH2:19][O:18][C:17]=2[CH:26]=1)=[O:31])[CH3:34] |f:1.2|. Procedure details: Diethyl (cyanomethyl)phosphonate (52 ml) was dissolved in 200 ml of THF, and 12.8 g of sodium hydride (60% oily) was added to the solution under ice cooling, followed by stirring for one hour. To the mixture was added 200 ml of a solution of 17.3 g of ethyl 11-oxo-6,11-dihydrodibenz[b,e]oxepin-3-carboxylate in THF, and the mixture was heated under reflux for 3 hours. After cooling, ice chips were added to the reaction mixture, and the mixture was then diluted with ethyl acetate. The organic laye... Starting materials: [OH-].[Na+] (sodium hydroxide), S(=O)([O-])[O-].[Na+].[Na+] (sodium sulfite), Cl (hydrochloric acid), BrBr (bromine), C1=C(C=C2CCCC3CCCC1=C23)C(C)=O (1-(5,6,6a,7,8,9-hexahydro-4H-2-phenalenyl)ethanone). Solvent: O1CCOCC1 (1,4-dioxane), O (water), O1CCOCC1 (1,4-dioxane). Reaction conditions: temperature 0 celsius, time 1 hour. Product: C1=C(C=C2CCCC3CCCC1=C23)C(=O)O (5,6,6a,7,8,9-Hexahydro-4H-2-phenalenecarboxylic acid). The yield is 88.0%. Reaction SMILES: [OH-:1].[Na+].BrBr.[CH:5]1[C:16]2=[C:17]3[CH:12]([CH2:13][CH2:14][CH2:15]2)[CH2:11][CH2:10][CH2:9][C:8]3=[CH:7][C:6]=1[C:18](=[O:20])C.S([O-])([O-])=O.[Na+].[Na+].Cl>O1CCOCC1.O>[CH:5]1[C:16]2=[C:17]3[CH:12]([CH2:13][CH2:14][CH2:15]2)[CH2:11][CH2:10][CH2:9][C:8]3=[CH:7][C:6]=1[C:18]([OH:20])=[O:1] |f:0.1,4.5.6|. Procedure: 2.5 N Aqueous sodium hydroxide (9.2 ml) was cooled to 0° C., and slowly added with bromine (0.30 ml), and then the mixture was diluted with 1,4-dioxane (1.5 ml) to obtain a yellow solution. A solution of 1-(5,6,6a,7,8,9-hexahydro-4H-2-phenalenyl)ethanone (0.380 g) in water (5 ml) and 1,4-dioxane (10 ml) was cooled to 0° C., and slowly added with the yellow solution prepared above, and the mixture was stirred at 0° C. for 10 minutes and at room temperature for 1 hour. The reaction mixture was coo...